This data is from the Open Reaction Database (ORD), a public repository of structured organic reaction records. The task is: describe an organic reaction: reactants, conditions, products, and yield The reactants are C1(=CC=C(C=C1)S(=O)(=O)Cl)C (p-toluenesulfonyl chloride), C1=CC(=CC(=C1)Cl)C(=O)OO (mCPBA), C(C1=CC=CC=C1)OC=1C=CC=2C3=C(C=NC2C1)N=C(N3CCCCNC(OC(C)(C)C)=O)CC (tert-butyl [4-(7-benzyloxy-2-ethyl-1H-imidazo[4,5-c]quinolin-1-yl)butyl]carbamate), [OH-].[NH4+] (ammonium hydroxide). The solvent is C(Cl)(Cl)Cl (chloroform). Run at time 1.5 hour. Product: NC1=NC=2C=C(C=CC2C2=C1N=C(N2CCCCNC(OC(C)(C)C)=O)CC)OCC2=CC=CC=C2 (tert-butyl [4-(4-amino-7-benzyloxy-2-ethyl-1H-imidazo[4,5-c]quinolin-1-yl)butyl]carbamate). Reaction SMILES: C1C=C(Cl)C=C(C(OO)=O)C=1.[CH2:12]([O:19][C:20]1[CH:21]=[CH:22][C:23]2[C:24]3[N:32]([CH2:33][CH2:34][CH2:35][CH2:36][NH:37][C:38](=[O:44])[O:39][C:40]([CH3:43])([CH3:42])[CH3:41])[C:31]([CH2:45][CH3:46])=[N:30][C:25]=3[CH:26]=[N:27][C:28]=2[CH:29]=1)[C:13]1[CH:18]=[CH:17][CH:16]=[CH:15][CH:14]=1.[OH-].[NH4+:48].C1(C)C=CC(S(Cl)(=O)=O)=CC=1>C(Cl)(Cl)Cl>[NH2:48][C:26]1[C:25]2[N:30]=[C:31]([CH2:45][CH3:46])[N:32]([CH2:33][CH2:34][CH2:35][CH2:36][NH:37][C:38](=[O:44])[O:39][C:40]([CH3:41])([CH3:42])[CH3:43])[C:24]=2[C:23]2[CH:22]=[CH:21][C:20]([O:19][CH2:12][C:13]3[CH:14]=[CH:15][CH:16]=[CH:17][CH:18]=3)=[CH:29][C:28]=2[N:27]=1 |f:2.3|. Procedure: mCPBA (10.6 g, 33.7 mmol) was added in one portion to a solution of tert-butyl [4-(7-benzyloxy-2-ethyl-1H-imidazo[4,5-c]quinolin-1-yl)butyl]carbamate (16.0 g, 33.7 mmol) in chloroform (270 mL). After the reaction was stirred for 1.5 hours, ammonium hydroxide (270 mL) was added. The mixture was stirred for 15 minutes, and p-toluenesulfonyl chloride (6.42 g, 33.7 mmol) was added in three portions. The reaction was stirred for 18 hours. The layers were separated, and the aqueous layer was extracted... The reactants are BrC1=CC=C(C=C1)C1=NN2C(N=C(C=C2Cl)Cl)=C1 (2-(4-bromo-phenyl)-5,7-dichloro-pyrazolo[1,5-a]pyrimidine), N1CCOCC1 (morpholine). Run in O (water), O1CCOCC1 (1,4-dioxane). Run at time 1 hour. Yields the product BrC1=CC=C(C=C1)C1=NN2C(N=C(C=C2N2CCOCC2)Cl)=C1 (2-(4-Bromo-phenyl)-5-chloro-7-morpholin-4-yl-pyrazolo[1,5-a]pyrimidine). Yield: 96.0%. RXN SMILES: [Br:1][C:2]1[CH:7]=[CH:6][C:5]([C:8]2[CH:18]=[C:11]3[N:12]=[C:13]([Cl:17])[CH:14]=[C:15](Cl)[N:10]3[N:9]=2)=[CH:4][CH:3]=1.[NH:19]1[CH2:24][CH2:23][O:22][CH2:21][CH2:20]1>O1CCOCC1.O>[Br:1][C:2]1[CH:7]=[CH:6][C:5]([C:8]2[CH:18]=[C:11]3[N:12]=[C:13]([Cl:17])[CH:14]=[C:15]([N:19]4[CH2:24][CH2:23][O:22][CH2:21][CH2:20]4)[N:10]3[N:9]=2)=[CH:4][CH:3]=1. Reported procedure: There was dissolved, in 1,4-dioxane (5 mL), 2-(4-bromo-phenyl)-5,7-dichloro-pyrazolo[1,5-a]pyrimidine (217 mg, 0.633 mM), then morpholine (110 μL, 1.27 mM) was added to the solution and the mixture was stirred at room temperature for one hour. The solvent was distilled off from this reaction mixture and the residue thus obtained was diluted with water and then extracted with methylene chloride. The extracts obtained were combined together, dried over anhydrous sodium sulfate, the solvent was dis... Starting materials: FC1=C(C=CC=C1)C=1NC=2N(C(C1)=O)N=CN2 (5-(2-Fluoro-phenyl)-4H-[1,2,4]triazolo[1,5-a]pyrimidin-7-one), P(=O)(Cl)(Cl)Cl (phosphorous oxychloride). Yields the product ClC1=CC(=NC=2N1N=CN2)C2=C(C=CC=C2)F (7-Chloro-5-(2-fluoro-phenyl)-[1,2,4]triazolo[1,5-a]pyrimidine). Yield: 46.0%. Reaction SMILES: [F:1][C:2]1[CH:7]=[CH:6][CH:5]=[CH:4][C:3]=1[C:8]1[NH:9][C:10]2[N:11]([N:15]=[CH:16][N:17]=2)[C:12](=O)[CH:13]=1.P(Cl)(Cl)([Cl:20])=O>>[Cl:20][C:12]1[N:11]2[N:15]=[CH:16][N:17]=[C:10]2[N:9]=[C:8]([C:3]2[CH:4]=[CH:5][CH:6]=[CH:7][C:2]=2[F:1])[CH:13]=1. Reported procedure: 5-(2-Fluoro-phenyl)-4H-[1,2,4]triazolo[1,5-a]pyrimidin-7-one (840 mg, 3.64 mmole) was suspended in phosphorous oxychloride (5 ml) and heated to reflux for 45 min. The excess phosphorous oxychloride was removed under vacuum, the residue was treated with ice, the product was extracted with chloroform, then the chloroform was washed with 10% sodium bicarbonate, dried over sodium sulfate and the solvent was removed under vacuum to give 420 mg of product (yield 46%). Starting materials: COC1=CC=C(C=C1)C(C=O)C=O ((4-methoxyphenyl)malonaldehyde), Cl.NO (hydroxylamine hydrochlorid). The solvent is C(C)O (ethanol). Reaction conditions: time 8 hour. Yields the product COC1=CC=C(C=C1)C=1C=NOC1 (4-(4-methoxyphenyl)isoxazole). Reaction SMILES: [CH3:1][O:2][C:3]1[CH:8]=[CH:7][C:6]([CH:9]([CH:12]=O)[CH:10]=[O:11])=[CH:5][CH:4]=1.Cl.[NH2:15]O>C(O)C>[CH3:1][O:2][C:3]1[CH:8]=[CH:7][C:6]([C:9]2[CH:12]=[N:15][O:11][CH:10]=2)=[CH:5][CH:4]=1 |f:1.2|. Reported procedure: The (4-methoxyphenyl)malonaldehyde (2.5 g, 14 mmol) was heated under reflux with hydroxylamine hydrochlorid (1.46 g, 21 mmol) in ethanol (28 mL) for 2 hours. Ethanol was removed under vacuum and the residue was purified by column chromatography through a 115 gram biotage silica gel cartridge eluting with 20-50% EtOAc/hexanes to give pale oil, which solidified upon standing overnight.